This data is from the Open Reaction Database (ORD), a public repository of structured organic reaction records. The task is: describe an organic reaction: reactants, conditions, products, and yield The reactants are ClC1=CC(=C(C=C1)S(=O)(=O)N)N (4-chloro-2-aminobenzenesulfonamide), C1(CC=CCC1)C=O (3-cyclohexene carboxaldehyde). Solvent: C(C)#N (acetonitrile). The product is ClC=1C=CC2=C(NC(NS2(=O)=O)C2=CCCCC2)C1 (6-CHLORO-3-CYCLOHEXENYL-3,4-DIHYDRO-2H-1,2,4-BENZOTHIADIAZINE 1, 1-DIOXIDE). As a reaction SMILES: [Cl:1][C:2]1[CH:7]=[CH:6][C:5]([S:8]([NH2:11])(=[O:10])=[O:9])=[C:4]([NH2:12])[CH:3]=1.[CH:13]1([CH:19]=O)[CH2:18][CH2:17][CH:16]=[CH:15][CH2:14]1>C(#N)C>[Cl:1][C:2]1[CH:7]=[CH:6][C:5]2[S:8](=[O:9])(=[O:10])[NH:11][CH:19]([C:13]3[CH2:18][CH2:17][CH2:16][CH2:15][CH:14]=3)[NH:12][C:4]=2[CH:3]=1. Procedure: 4-chloro-2-aminobenzenesulfonamide (20 g.) and 12 g. of 3-cyclohexene carboxaldehyde are combined in 150 ml. of acetonitrile and refluxed 41/2 hours. The precipitate which forms during refluxing and on cooling is collected by filtration and washed with cold acetonitrile. The crude (17.4 g) is recrystallized from dimethylformamide-water to give a white product melting at 252°-4°. Analysis calculated for C13H15ClN2O2S: C% 52.26, H% 5.06. Found: C% 52.39; H% 5.00. As a reaction SMILES: [Cl:1][C:2]1[CH:3]=[N:4][CH:5]=[C:6]([Cl:9])[C:7]=1[CH3:8].[CH3:10][O:11][C:12]1[CH:13]=[C:14]([CH:18]=[CH:19][C:20]=1[O:21][CH3:22])[C:15](Cl)=[O:16]>>[CH3:10][O:11][C:12]1[CH:13]=[C:14]([CH:18]=[CH:19][C:20]=1[O:21][CH3:22])[C:15]([O:16]/[C:15](/[C:14]1[CH:18]=[CH:19][C:20]([O:21][CH3:22])=[C:12]([O:11][CH3:10])[CH:13]=1)=[CH:8]\[C:7]1[C:6]([Cl:9])=[CH:5][N:4]=[CH:3][C:2]=1[Cl:1])=[O:16]. Starting materials: ClC=1C=NC=C(C1C)Cl (3,5-dichloro-4-methyl-pyridine), COC=1C=C(C(=O)Cl)C=CC1OC (3,4-dimethoxy-benzoyl chloride). The product is COC=1C=C(C(=O)O\C(=C/C2=C(C=NC=C2Cl)Cl)\C2=CC(=C(C=C2)OC)OC)C=CC1OC (3,4-Dimethoxy-benzoic acid, (Z)-2-(3,5-dichloro-pyridin-4-yl)-1-(3,4-dimethoxy-phenyl)-vinyl ester). Procedure: The compound was obtained starting from 3,5-dichloro-4-methyl-pyridine and 3,4-dimethoxy-benzoyl chloride, following the procedure of Example 31. Reactants: CC1(OB(OC1(C)C)C1=CC=C(N)C=C1)C (4-(4,4,5,5-tetramethyl-1,3,2-dioxaborolan-2-yl)aniline), FC1=C(C=C(C=C1)C(F)(F)F)N=C=O (2-fluoro-5-trifluoromethylphenyl isocyanate). The solvent is O1CCCC1 (tetrahydrofuran). Reaction conditions: time 1 hour. Yields the product FC1=C(C=C(C=C1)C(F)(F)F)NC(=O)NC1=CC=C(C=C1)B1OC(C(O1)(C)C)(C)C (1-(2-fluoro-5-(trifluoromethyl)phenyl)-3-(4-(4,4,5,5-tetramethyl-1,3,2-dioxaborolan-2-yl)phenyl)urea). Reaction SMILES: [CH3:1][C:2]1([CH3:16])[C:6]([CH3:8])([CH3:7])[O:5][B:4]([C:9]2[CH:15]=[CH:14][C:12]([NH2:13])=[CH:11][CH:10]=2)[O:3]1.[F:17][C:18]1[CH:23]=[CH:22][C:21]([C:24]([F:27])([F:26])[F:25])=[CH:20][C:19]=1[N:28]=[C:29]=[O:30]>O1CCCC1>[F:17][C:18]1[CH:23]=[CH:22][C:21]([C:24]([F:27])([F:26])[F:25])=[CH:20][C:19]=1[NH:28][C:29]([NH:13][C:12]1[CH:14]=[CH:15][C:9]([B:4]2[O:3][C:2]([CH3:16])([CH3:1])[C:6]([CH3:7])([CH3:8])[O:5]2)=[CH:10][CH:11]=1)=[O:30]. Reported procedure: To an ambient solution of 4-(4,4,5,5-tetramethyl-1,3,2-dioxaborolan-2-yl)aniline (2.0 g, 9.13 mmol) in tetrahydrofuran (30 mL) was added 2-fluoro-5-trifluoromethylphenyl isocyanate (1.32 mL, 9.13 mmol). After 1 h, the mixture was concentrated under reduced pressure to afford the title compound as a white solid. MS (ESI) m/z 425 [M+H]+. Starting materials: C(C)OC(CN1CCN(CC1)CCCC1=C(NC=2CCCCC12)C=O)=O ((4-[3-(2-formyl-4,5,6,7-tetrahydro-1H-indol-3-yl)-propyl]-piperazin-1-yl}-acetic acid ethyl ester), CNS(=O)(=O)C=1C=C2CC(NC2=CC1)=O (5-methylaminosulfonyloxindole). Product: C(C)OC(CN1CCN(CC1)CCCC1=C(NC=2CCCCC12)\C=C\1/C(NC2=CC=C(C=C12)S(NC)(=O)=O)=O)=O ([4-(3-{2-[5-methylsulfamoyl-2-oxo-1,2-dihydro-indol-(3Z)-ylidenemethyl]-4,5,6,7-tetrahydro-1H-indol-3-yl}-propyl)-piperazin-1-yl]-acetic acid ethyl ester). RXN SMILES: [CH2:1]([O:3][C:4](=[O:26])[CH2:5][N:6]1[CH2:11][CH2:10][N:9]([CH2:12][CH2:13][CH2:14][C:15]2[C:23]3[CH2:22][CH2:21][CH2:20][CH2:19][C:18]=3[NH:17][C:16]=2[CH:24]=O)[CH2:8][CH2:7]1)[CH3:2].[CH3:27][NH:28][S:29]([C:32]1[CH:33]=[C:34]2[C:38](=[CH:39][CH:40]=1)[NH:37][C:36](=[O:41])[CH2:35]2)(=[O:31])=[O:30]>>[CH2:1]([O:3][C:4](=[O:26])[CH2:5][N:6]1[CH2:11][CH2:10][N:9]([CH2:12][CH2:13][CH2:14][C:15]2[C:23]3[CH2:22][CH2:21][CH2:20][CH2:19][C:18]=3[NH:17][C:16]=2/[CH:24]=[C:35]2\[C:36](=[O:41])[NH:37][C:38]3[C:34]\2=[CH:33][C:32]([S:29](=[O:31])(=[O:30])[NH:28][CH3:27])=[CH:40][CH:39]=3)[CH2:8][CH2:7]1)[CH3:2]. Procedure: {(4-[3-(2-formyl-4,5,6,7-tetrahydro-1H-indol-3-yl)-propyl]-piperazin-1-yl}-acetic acid ethyl ester (60 mg, 0.1 73 mmol) was condensed with 5-methylaminosulfonyloxindole (45 mg, 0.1 9 mmol, 1.1 eq.) following the procedure used in Example 1 above. The reaction mixture was purified by flash chromatography (dichloromethane/methanol 10/1) to give the desired product. Yields the product CN1CCN(CC1)CCC1=CC=C(N)C=C1 (4-[2-(4-methyl-piperazin-1-yl)ethyl]aniline). Reactants: CN1CCN(CC1)C(=O)CC1=CC=C(N)C=C1 (4-(4-Methylpiperazin-1-yl)carbonylmethylaniline), [H-].[Al+3].[Li+].[H-].[H-].[H-] (lithium aluminum hydride). Procedure: 4-(4-Methylpiperazin-1-yl)carbonylmethylaniline (596 mg, 2.55 mmol) was treated in anhydrous THF (20 mL) under nitrogen with lithium aluminum hydride (291 mg, 2.67 mmol) overnight. The reaction was quenched with water (3×0.29 mL), 15% sodium hydroxide (3×0.29 mL) and again water (3×0.29 mL). The resulting precipitate was removed by filtration. Evaporation of the filtrate afforded the title compound as an orange oil, 380 mg. RXN SMILES: [CH3:1][N:2]1[CH2:7][CH2:6][N:5]([C:8]([CH2:10][C:11]2[CH:17]=[CH:16][C:14]([NH2:15])=[CH:13][CH:12]=2)=O)[CH2:4][CH2:3]1.[H-].[Al+3].[Li+].[H-].[H-].[H-]>C1COCC1>[CH3:1][N:2]1[CH2:7][CH2:6][N:5]([CH2:8][CH2:10][C:11]2[CH:17]=[CH:16][C:14]([NH2:15])=[CH:13][CH:12]=2)[CH2:4][CH2:3]1 |f:1.2.3.4.5.6|. Solvent: C1CCOC1 (THF).